describe an organic reaction: reactants, conditions, products, and yield From a dataset of the Open Reaction Database (ORD), a public repository of structured organic reaction records. Yield: 21.1%. Run in C1CCOC1 (THF), C1CCOC1 (THF), C1CCOC1 (THF), C1(=CC=CC=C1)C (toluene), CN1C(N(CCC1)C)=O (1,3-dimethyl-3,4,5,6-tetrahydropyrimidin-2-one). Procedure details: A solution of ethyl bromide (13.8 ml) in THF (100 ml) was added dropwise, under nitrogen to a stirred mixture of magnesium turnings (4.44 g) in dry THF (50 ml). After complete Grignard formation a solution of m-cresol (20 g) in THF (100 ml) was added dropwise. The resulting suspension was stirred for 15 mins before a solution of 1,3-dimethyl-3,4,5,6-tetrahydropyrimidin-2-one (23.7 g) in dry toluene (300 ml) was added dropwise followed by paraformaldehyde (13.85 g). The resulting suspension was h... Product: OC1=C(C=CC(=C1)C)C=O (2-Hydroxy-4-methylbenzenecarboxaldehyde). As a reaction SMILES: C(Br)C.[Mg].[CH:5]1[C:10]([OH:11])=[CH:9][CH:8]=[CH:7][C:6]=1[CH3:12].[CH2:13]=[O:14].Cl>C1COCC1.C1(C)C=CC=CC=1.CN1CCCN(C)C1=O>[OH:11][C:10]1[CH:5]=[C:6]([CH3:12])[CH:7]=[CH:8][C:9]=1[CH:13]=[O:14]. The reactants are C(C)Br (ethyl bromide), [Mg] (magnesium), C=O (paraformaldehyde), C1=C(C=CC=C1O)C (m-cresol), Cl (HCl). Reactants: FC1=CC=C(C(=O)Cl)C=C1 (4-fluorobenzoyl chloride), FC1=CC=CC=C1 (fluorobenzene). Solvent: ClC1=C(C=CC=C1)Cl (orthodichlorobenzene). Reaction conditions: temperature -12 celsius. Yields the product FC1=CC=C(C(=O)C2=CC=C(C=C2)F)C=C1 (4,4'-difluorobenzophenone). Yield: 64.0%. As a reaction SMILES: [F:1][C:2]1[CH:10]=[CH:9][C:5]([C:6](Cl)=[O:7])=[CH:4][CH:3]=1.[F:11][C:12]1[CH:17]=[CH:16][CH:15]=[CH:14][CH:13]=1>ClC1C=CC=CC=1Cl>[F:1][C:2]1[CH:10]=[CH:9][C:5]([C:6]([C:15]2[CH:16]=[CH:17][C:12]([F:11])=[CH:13][CH:14]=2)=[O:7])=[CH:4][CH:3]=1. Procedure: 0.113 mole) in orthodichlorobenzene at -14° C. was slowly added over 5 minutes a mixture of 4-fluorobenzoyl chloride (4.0 g., 0.025 mole) and fluorobenzene (2.4 g., 0.025 mole). The mixture was then maintained at -12° C. for one hour and then allowed to warm up to room temperature overnight then worked up as described in example 1. The crude 4,4'-difluorobenzophenone obtained (3.5 g., 64% yield) had a 90% purity with 0.5% ortho impurities and 5 other small impurity peaks by 19F NMR. 1 HNMR indic...